Task: describe an organic reaction: reactants, conditions, products, and yield. Dataset: the Open Reaction Database (ORD), a public repository of structured organic reaction records The reactants are IC=1C=C(C(=NC1)O)C (5-iodo-3-methylpyridin-2-ol), C(=O)([O-])[O-].[K+].[K+] (K2CO3), CI (MeI). Solvent: CN(C)C=O (DMF). Conditions: time 1 hour. The product is IC=1C=C(C(N(C1)C)=O)C (5-iodo-1,3-dimethylpyridin-2(1H)-one). Yield: 79.0%. Reaction SMILES: [I:1][C:2]1[CH:3]=[C:4]([CH3:9])[C:5]([OH:8])=[N:6][CH:7]=1.[C:10]([O-])([O-])=O.[K+].[K+].CI>CN(C=O)C>[I:1][C:2]1[CH:3]=[C:4]([CH3:9])[C:5](=[O:8])[N:6]([CH3:10])[CH:7]=1 |f:1.2.3|. Procedure: To a stirred suspension of 5-iodo-3-methylpyridin-2-ol (Step 23.1) (1.67 g, 7.11 mmol) and K2CO3 (1.964 g, 14.21 mmol) in DMF (20 mL) was added MeI (0.666 mL, 10.66 mmol) at rt under Ar. The reaction mixture was stirred 1 hr at rt, concentrated, diluted with water, and extracted with EtOAc. The organic layers were combined and washed once with water, dried over Na2SO4 and evaporated. The crude material was purified by silica gel column chromatography (hexane/EtOAc 50-65) to afford the title prod... Reactants: C1CNCCN1, CC#N, CS(=O)(=O)c1nc(N)n2nc(-c3ccco3)cc2n1. Yields the product Nc1nc(N2CCNCC2)nc2cc(-c3ccco3)nn12. As a reaction SMILES: [CH2:20]1[CH2:21][NH:22][CH2:23][CH2:24][NH:25]1.[CH3:26][C:27]#[N:28].[o:1]1[c:2](-[c:6]2[n:7][n:8]3[c:9]([n:10][c:11]([S:15]([CH3:16])(=[O:17])=[O:18])[n:12][c:13]3[NH2:14])[cH:19]2)[cH:3][cH:4][cH:5]1>>[o:1]1[c:2](-[c:6]2[n:7][n:8]3[c:9]([n:10][c:11]([N:22]4[CH2:21][CH2:20][NH:25][CH2:24][CH2:23]4)[n:12][c:13]3[NH2:14])[cH:19]2)[cH:3][cH:4][cH:5]1. Starting materials: CCCCN=C=O, Cc1ccccc1, CC1(C)CC(N)CC(C)(C)N1O. Product: CCCCNC(=O)NC1CC(C)(C)N(O)C(C)(C)C1. As a reaction SMILES: [CH2:13]([CH2:14][CH2:15][CH3:16])[N:17]=[C:18]=[O:19].[CH3:20][c:21]1[cH:22][cH:23][cH:24][cH:25][cH:26]1.[OH:1][N:2]1[C:3]([CH3:11])([CH3:12])[CH2:4][CH:5]([NH2:10])[CH2:6][C:7]1([CH3:8])[CH3:9]>>[OH:1][N:2]1[C:3]([CH3:11])([CH3:12])[CH2:4][CH:5]([NH:10][C:18]([NH:17][CH2:13][CH2:14][CH2:15][CH3:16])=[O:19])[CH2:6][C:7]1([CH3:8])[CH3:9]. The reactants are c1ccc2c(c1)OCCOCCOc1ccccc1OCCOCCO2, CC#N, ClCCCc1ccncc1, N#C[K], OCCCc1ccncc1. The product is N#CCCCc1ccncc1. As a reaction SMILES: [CH2:4]1[O:5][CH2:6][CH2:7][O:8][c:9]2[c:10]([cH:11][cH:12][cH:13][cH:14]2)[O:15][CH2:16][CH2:17][O:18][CH2:19][CH2:20][O:21][c:22]2[c:23]([cH:24][cH:25][cH:26][cH:27]2)[O:28][CH2:29]1.[CH3:50][C:51]#[N:52].[Cl:30][CH2:31][CH2:32][CH2:33][c:34]1[cH:35][cH:36][n:37][cH:38][cH:39]1.[K:1][C:2]#[N:3].[OH:40][CH2:41][CH2:42][CH2:43][c:44]1[cH:45][cH:46][n:47][cH:48][cH:49]1>>[C:2](#[N:3])[CH2:31][CH2:32][CH2:33][c:34]1[cH:35][cH:36][n:37][cH:38][cH:39]1. Reactants: C(C1=CC=CC=C1)(=O)O[C@@H]1CC2=CC=C3[C@@H]4CC[C@H](C(C(OC)OC)C)[C@]4(CC[C@@H]3[C@]2([C@H](C1)OC(NC)=O)C)C (3β-benzoyloxy-21,21-dimethoxy-20-methyl-1α-(N-methylcarbamoyl)oxypregna-5,7-diene), O (water). The reagents and catalysts are S(=O)(=O)([O-])[O-].[Cu+2] (copper sulfate). Run in CO (methanol). Reaction conditions: temperature 60 celsius, time 7 hour. Yields the product C(C1=CC=CC=C1)(=O)O[C@@H]1CC2=CC=C3[C@@H]4CC[C@H](C(C)C=O)[C@]4(CC[C@@H]3[C@]2([C@H](C1)OC(NC)=O)C)C (3β-benzoyloxy-1α-(N-methylcarbamoyl)oxypregna-5,7-diene-20-carbaldehyde). Isolated yield 65.5%. Reaction SMILES: [C:1]([O:9][C@H:10]1[CH2:33][C@H:32]([O:34][C:35](=[O:38])[NH:36][CH3:37])[C@@:31]2([CH3:39])[C:12](=[CH:13][CH:14]=[C:15]3[C@@H:30]2[CH2:29][CH2:28][C@@:27]2([CH3:40])[C@H:16]3[CH2:17][CH2:18][C@@H:19]2[CH:20]([CH3:26])[CH:21](OC)[O:22]C)[CH2:11]1)(=[O:8])[C:2]1[CH:7]=[CH:6][CH:5]=[CH:4][CH:3]=1.O>CO.S([O-])([O-])(=O)=O.[Cu+2]>[C:1]([O:9][C@H:10]1[CH2:33][C@H:32]([O:34][C:35](=[O:38])[NH:36][CH3:37])[C@@:31]2([CH3:39])[C:12](=[CH:13][CH:14]=[C:15]3[C@@H:30]2[CH2:29][CH2:28][C@@:27]2([CH3:40])[C@H:16]3[CH2:17][CH2:18][C@@H:19]2[CH:20]([CH:21]=[O:22])[CH3:26])[CH2:11]1)(=[O:8])[C:2]1[CH:3]=[CH:4][CH:5]=[CH:6][CH:7]=1 |f:3.4|. Reported procedure: In 5 ml of methanol was dissolved 100 mg of 3β-benzoyloxy-21,21-dimethoxy-20-methyl-1α-(N-methylcarbamoyl)oxypregna-5,7-diene, followed by addition of 5 ml of water and 100 mg of copper sulfate. The mixture was stirred in an atmosphere of argon gas at a temperature of 60° C. for 7 hours. The reaction mixture was then worked up in the same manner as Example 156 to give 60 mg of 3β-benzoyloxy-1α-(N-methylcarbamoyl)oxypregna-5,7-diene-20-carbaldehyde showing the following physical properties. The reactants are C(#N)C1=C(OCC(=O)OC)C=CC=C1 (methyl 2-(2-cyanophenoxy)ethanoate), [H-].[Na+] (NaH). Run in CS(=O)C (DMSO), CS(=O)C (DMSO). Conditions: temperature 25 celsius. Product: NC=1C2=C(OC1C(=O)OC)C=CC=C2 (methyl 3-aminobenzo[b]furan-2-carboxylate). Isolated yield 56.2%. RXN SMILES: [C:1]([C:3]1[CH:14]=[CH:13][CH:12]=[CH:11][C:4]=1[O:5][CH2:6][C:7]([O:9][CH3:10])=[O:8])#[N:2].[H-].[Na+]>CS(C)=O>[NH2:2][C:1]1[C:3]2[CH:14]=[CH:13][CH:12]=[CH:11][C:4]=2[O:5][C:6]=1[C:7]([O:9][CH3:10])=[O:8] |f:1.2|. Procedure details: A solution of methyl 2-(2-cyanophenoxy)ethanoate (3.82 g, 20 mmol) in DMSO (40 mL) is added dropwise to a suspension of NaH (0.84 g, 21 mmol) and DMSO (10 mL) stirred under N2 at 25° C. After 10 min the mixture is poured onto ice water and extracted with ether. The combined extracts are washed with water, saturated brine and dried (MgSO4). After removal of the solvent under reduced pressure, methyl 3-aminobenzo[b]furan-2-carboxylate (2.15 g, 56%) is obtained as a yellow solid. 1H NMR (DMSO) δ7.9... Reactants: FC(C(=O)O)(F)F (Trifluoroacetic acid), COC(C(O)C1=CC=C(C=C1)C1=C(C=C(C=C1)C(CC)(CC)C1=CC(=C(C=C1)CCC(C(C)(C)C)O[Si](C)(C)C(C)(C)C)C)C)=O ([4′-(1-{4-[3-(t-butyl-dimethyl-silanyloxy)-4,4-dimethyl-pentyl]-3-methyl-phenyl}-1-ethyl-propyl)-2′-methyl-biphenyl-4-yl]-hydroxy-acetic acid methyl ester). Run in ClCCl (dichloromethane). Reaction conditions: time 1 hour. Yields the product COC(C(O)C1=CC=C(C=C1)C1=C(C=C(C=C1)C(CC)(C1=CC(=C(C=C1)CCC(C(C)(C)C)O)C)CC)C)=O ((4′-{1-ethyl-1-[4-(3-hydroxy-4,4-dimethyl-pentyl)-3-methyl-phenyl]-propyl}-2′-methyl-biphenyl-4-yl)-hydroxy-acetic Acid Methyl Ester). Yield: 85.6%. Reaction SMILES: FC(F)(F)C(O)=O.[CH3:8][O:9][C:10](=[O:53])[CH:11]([C:13]1[CH:18]=[CH:17][C:16]([C:19]2[CH:24]=[CH:23][C:22]([C:25]([C:30]3[CH:35]=[CH:34][C:33]([CH2:36][CH2:37][CH:38]([O:43][Si](C(C)(C)C)(C)C)[C:39]([CH3:42])([CH3:41])[CH3:40])=[C:32]([CH3:51])[CH:31]=3)([CH2:28][CH3:29])[CH2:26][CH3:27])=[CH:21][C:20]=2[CH3:52])=[CH:15][CH:14]=1)[OH:12]>ClCCl>[CH3:8][O:9][C:10](=[O:53])[CH:11]([C:13]1[CH:14]=[CH:15][C:16]([C:19]2[CH:24]=[CH:23][C:22]([C:25]([CH2:26][CH3:27])([C:30]3[CH:35]=[CH:34][C:33]([CH2:36][CH2:37][CH:38]([OH:43])[C:39]([CH3:41])([CH3:42])[CH3:40])=[C:32]([CH3:51])[CH:31]=3)[CH2:28][CH3:29])=[CH:21][C:20]=2[CH3:52])=[CH:17][CH:18]=1)[OH:12]. Procedure details: Trifluoroacetic acid (0.05 mL) was added to a solution of [4′-(1-{4-[3-(t-butyl-dimethyl-silanyloxy)-4,4-dimethyl-pentyl]-3-methyl-phenyl}-1-ethyl-propyl)-2′-methyl-biphenyl-4-yl]-hydroxy-acetic acid methyl ester (Example 154-(2); 7.0 mg, 0.011 mmol) in dichloromethane (0.28 mL) at room temperature, and the mixture was stirred at room temperature for one hour. The solvent in the reaction solution was distilled off under reduced pressure, and the residue was diluted with diethyl ether. The mixtur...